describe an organic reaction: reactants, conditions, products, and yield From a dataset of the Open Reaction Database (ORD), a public repository of structured organic reaction records. Reactants: C(C)(=O)OCC (ethyl acetate), BrC=1C=CC=2CCC3=CC=C(C=C3C2C1)Br (3,6-dibromo-9,10-dihydrophenanthrene), chromic trioxide, C(C)(=O)OC(C)=O (acetic anhydride), Cl (HCl). The product is BrC=1C=CC=2C(C(C3=CC=C(C=C3C2C1)Br)=O)=O (3,6-dibromophenanthrene-9,10-dione). Reaction SMILES: [Br:1][C:2]1[CH:3]=[CH:4][C:5]2CC[C:8]3[C:13]([C:14]=2[CH:15]=1)=[CH:12][C:11]([Br:16])=[CH:10][CH:9]=3.Cl.C([O:21][CH2:22][CH3:23])(=O)C.C(OC(=O)C)(=[O:26])C>>[Br:1][C:2]1[CH:3]=[CH:4][C:5]2[C:22](=[O:21])[C:23](=[O:26])[C:8]3[C:13]([C:14]=2[CH:15]=1)=[CH:12][C:11]([Br:16])=[CH:10][CH:9]=3. Procedure: The present invention provides a polymer applied to solar cell and its fabrication method thereof. The 3,6-dibromophenanthrene-9,10-dione is prepared by a suitable method firstly. In an embodiment, N-bromosuccinimide (NBS) is dropped into a solution composed of 9,10-dihydrophenanthrene, tetrahydrofuran (THF), and acetic acid gradually, and agitate the mixture for 20 minutes. Add the saturated NaHCO3, and use water to rinse the solution. Use ethyl acetate to extract the solution. Use MgSO4 to dry... Reactants: CC(C)(OC(COC1=CC=C(C=C1)CC(C(=O)OC)C)=O)C ((+)-4-[[2-(1,1-dimethylethoxy)-2-oxoethyl]oxy]-alpha-methyl-benzenepropanoic acid, methyl ester), solution. Run in C(C)OCC (ethyl ether), P(=O)([O-])([O-])[O-] (phosphate). Reaction conditions: time 16 hour. The product is CC(C)(OC(COC1=CC=C(C=C1)CC(C(=O)O)C)=O)C ((+)-4-[[2-(1,1-Dimethylethoxy)-2-oxoethyl]oxy]-alpha-methyl-benzenepropanoic acid). Yield: 93.0%. RXN SMILES: [CH3:1][C:2]([CH3:22])([O:4][C:5](=[O:21])[CH2:6][O:7][C:8]1[CH:13]=[CH:12][C:11]([CH2:14][CH:15]([CH3:20])[C:16]([O:18]C)=[O:17])=[CH:10][CH:9]=1)[CH3:3]>C(OCC)C.P([O-])([O-])([O-])=O>[CH3:22][C:2]([CH3:3])([O:4][C:5](=[O:21])[CH2:6][O:7][C:8]1[CH:13]=[CH:12][C:11]([CH2:14][CH:15]([CH3:20])[C:16]([OH:18])=[O:17])=[CH:10][CH:9]=1)[CH3:1]. Procedure details: Dissolve (+)-4-[[2-(1,1-dimethylethoxy)-2-oxoethyl]oxy]-alpha-methyl-benzenepropanoic acid, methyl ester (5.74 g, 18.6 mmol) in ethyl ether and adsorb onto silica gel (18 g). Evaporate the solvent in vacuo to leave a white powder. Suspend the powder in pH 7 phosphate buffer (600 mL of a 0.1M solution). Add lipase P-30 (5.74 g) and stir for 16 hours. Filter and extract with ethyl ether (3×400 mL). Dry (MgSO4), evaporate the solvent in vacuo and purify by flash chromatography (5→10% methanol/chlor...